This data is from the Open Reaction Database (ORD), a public repository of structured organic reaction records. The task is: describe an organic reaction: reactants, conditions, products, and yield The reactants are C(CCC)[Li] (n-butyl lithium), ClC=1C=C(C=CC1)C1SCCCS1 (2-(3-chlorophenyl)-1,3-dithiane), C(C)(=O)Cl (acetyl chloride). Solvent: C1CCOC1 (THF). Conditions: temperature -78 celsius, time 30 minute. Yields the product C(C)(=O)C1(SCCCS1)C1=CC(=CC=C1)Cl (2-Acetyl-2-(3-chlorophenyl)-1,3-dithiane). Reaction SMILES: [Cl:1][C:2]1[CH:3]=[C:4]([CH:8]2[S:13][CH2:12][CH2:11][CH2:10][S:9]2)[CH:5]=[CH:6][CH:7]=1.C([Li])CCC.[C:19](Cl)(=[O:21])[CH3:20]>C1COCC1>[C:19]([C:8]1([C:4]2[CH:5]=[CH:6][CH:7]=[C:2]([Cl:1])[CH:3]=2)[S:9][CH2:10][CH2:11][CH2:12][S:13]1)(=[O:21])[CH3:20]. Procedure details: The crude 2-(3-chlorophenyl)-1,3-dithiane is dissolved in anhydrous THF (400 mL). After chilling to −78° C., a solution of n-butyl lithium (2.5 Molar, 42 mL) is added slowly by syringe. The solution is stirred for 30 min at −78° C., followed by the addition of acetyl chloride. The mixture is warmed to room temperature, quenched by the addition of a saturated aqueous solution of NH4Cl, washed with water, brine, and dried (Na2SO4). After removing the dessicant, the filtrate was concentrated in vac...